This data is from the Open Reaction Database (ORD), a public repository of structured organic reaction records. The task is: describe an organic reaction: reactants, conditions, products, and yield Starting materials: C(C#C)NC(=O)C=1N=CN2C1[C@H]1N(C(C3=C2C=CC=C3Cl)=O)CCC1 ((S)-8-chloro-9-oxo-11,12,13,13a-tetrahydro-9H-imidazo[1,5-a]pyrrolo[2,1-c][1,4]-benzodiazepine-1-carboxylic acid prop-2-ynylamide), IN1C(CCC1=O)=O (N-iodosuccinimide), C(CC)NCCC (dipropylamine). The solvent is C(C)(=O)O (acetic acid). Conditions: time 12 hour. Yields the product ClC1=CC=CC2=C1C(N1[C@H](C=3N2C=NC3C=3OC(=CN3)CN(CCC)CCC)CCC1)=O ((S)-8-chloro-1-(5-dipropylaminomethyl-oxazol-2-yl)-11,12,13,13a-tetrahydro-9H-imidazo[1,5-a]pyrrolo[2,1-c][1,4]-benzodiazepin-9-one). Yield: 47.7%. Reaction SMILES: [CH2:1]([NH:4][C:5]([C:7]1[N:8]=[CH:9][N:10]2[C:16]3[CH:17]=[CH:18][CH:19]=[C:20]([Cl:21])[C:15]=3[C:14](=[O:22])[N:13]3[CH2:23][CH2:24][CH2:25][C@H:12]3[C:11]=12)=[O:6])[C:2]#[CH:3].IN1C(=O)CCC1=O.[CH2:34]([NH:37][CH2:38][CH2:39][CH3:40])[CH2:35][CH3:36]>C(O)(=O)C>[Cl:21][C:20]1[C:15]2[C:14](=[O:22])[N:13]3[CH2:23][CH2:24][CH2:25][C@H:12]3[C:11]3[N:10]([CH:9]=[N:8][C:7]=3[C:5]3[O:6][C:2]([CH2:3][N:37]([CH2:38][CH2:39][CH3:40])[CH2:34][CH2:35][CH3:36])=[CH:1][N:4]=3)[C:16]=2[CH:17]=[CH:18][CH:19]=1. Procedure details: A solution of 1.07 g (0.003 mol) of (S)-8-chloro-9-oxo-11,12,13,13a-tetrahydro-9H-imidazo[1,5-a]pyrrolo[2,1-c][1,4]-benzodiazepine-1-carboxylic acid prop-2-ynylamide in 10 ml of acetic acid was treated with 1.01 g (0.0045 mol) of N-iodosuccinimide. After stirring at room temperature for 12 hrs. the mixture was heated to 50° for a further 4 hrs. The dark suspension obtained was completely freed from solvent in a vacuum and dried azeotropically several times with toluene. The brown residue was dis... Reactants: [OH-].[Na+] (sodium hydroxide), ice, N1CCCC1 (pyrrolidine), C(Cl)C1CO1 (epichlorohydrin), C(C(C)(C)C)O (neopentyl alcohol), stannic chloride. Conditions: temperature 95 celsius. Product: CC(COCC(CN1CCCC1)O)(C)C (α-[(2,2-Dimethylpropoxy)methyl]-1-pyrrolidineethanol). Isolated yield 84.1%. Reaction SMILES: [CH2:1]([CH:3]1[O:5][CH2:4]1)Cl.[CH2:6]([OH:11])[C:7]([CH3:10])([CH3:9])[CH3:8].[NH:12]1[CH2:16][CH2:15][CH2:14][CH2:13]1.[OH-].[Na+]>>[CH3:8][C:7]([CH3:10])([CH3:9])[CH2:6][O:11][CH2:4][CH:3]([OH:5])[CH2:1][N:12]1[CH2:16][CH2:15][CH2:14][CH2:13]1 |f:3.4|. Procedure: To a stirred mixture of 92.53 g (1.0 m) of epichlorohydrin and 88.15 g (1.0 m) of neopentyl alcohol was added 0.26 g (0.001 m) of stannic chloride. The reaction temperature rose to about 60° C. then exothermed to about 130° C. in a few seconds. The reaction mixture was stirred until the temperature receded to about 40° C. then 71.12 g (1.0 m) of pyrrolidine was added. The reaction mixture was stirred and heated to about 95° C. for 1 hr. After cooling the reaction mixture to RT, a mixture of 80 g... The reactants are C(#C)C=1N=C(SC1)C1=NC2=C(C(=CC=C2C(=C1)O[C@@H]1C[C@@H]2[C@H](C(N(CCCC\C=C/[C@H]3[C@](NC2=O)(C3)C(=O)OC)C)=O)CC1)OC)C ((1aR,3aR,5S,7aR,15aS,Z)-methyl 5-(2-(4-ethynylthiazol-2-yl)-7-methoxy-8-methylquinolin-4-yloxy)-9-methyl-3,8-dioxo-1a,2,3,3a,4,5,6,7,7a,8,9,10,11,12,13,15a-hexadecahydro-1H-benzo[c]cyclopropa[g][1,6]diazacyclotetradecine-1a-carboxylate), C(C)(C)(C)OC(=O)[C@H]1[C@@H](CC[C@H](C1)O[Si](C1=CC=CC=C1)(C1=CC=CC=C1)C(C)(C)C)C(=O)O ((1R,2R,4R)-2-(tert-butoxycarbonyl)-4-(tert-butyldiphenylsilyloxy)cyclohexanecarboxylic acid). The product is C(#C)C=1N=C(SC1)C1=NC2=C(C(=CC=C2C(=C1)O[C@@H]1C[C@@H]2[C@H](C(N(CCCC\C=C/[C@H]3[C@](NC2=O)(C3)C(=O)O)C)=O)CC1)OC)C ((1aR,3aR,5S,7aR,15aS,Z)-5-(2-(4-ethynylthiazol-2-yl)-7-methoxy-8-methylquinolin-4-yloxy)-9-methyl-3,8-dioxo-1a,2,3,3a,4,5,6,7,7a,8,9,10,11,12,13,15a-hexadecahydro-1H-benzo[c]cyclopropa[g][1,6]diazacyclotetradecine-1a-carboxylic acid). Reaction SMILES: [C:1]([C:3]1[N:4]=[C:5]([C:8]2[CH:17]=[C:16]([O:18][C@H:19]3[CH2:44][CH2:43][C@H:22]4[C:23](=[O:42])[N:24]([CH3:41])[CH2:25][CH2:26][CH2:27][CH2:28][CH:29]=[CH:30][C@@H:31]5[CH2:36][C@@:32]5([C:37]([O:39]C)=[O:38])[NH:33][C:34](=[O:35])[C@@H:21]4[CH2:20]3)[C:15]3[C:10](=[C:11]([CH3:47])[C:12]([O:45][CH3:46])=[CH:13][CH:14]=3)[N:9]=2)[S:6][CH:7]=1)#[CH:2].C(OC([C@@H]1C[C@H](O[Si](C(C)(C)C)(C2C=CC=CC=2)C2C=CC=CC=2)CC[C@H]1C(O)=O)=O)(C)(C)C>>[C:1]([C:3]1[N:4]=[C:5]([C:8]2[CH:17]=[C:16]([O:18][C@H:19]3[CH2:44][CH2:43][C@H:22]4[C:23](=[O:42])[N:24]([CH3:41])[CH2:25][CH2:26][CH2:27][CH2:28][CH:29]=[CH:30][C@@H:31]5[CH2:36][C@@:32]5([C:37]([OH:39])=[O:38])[NH:33][C:34](=[O:35])[C@@H:21]4[CH2:20]3)[C:15]3[C:10](=[C:11]([CH3:47])[C:12]([O:45][CH3:46])=[CH:13][CH:14]=3)[N:9]=2)[S:6][CH:7]=1)#[CH:2]. Reported procedure: Compound 46 was synthesized from compound 45 as described for compound 38 to yield compound 46 as a beige solid. MS (ESI, EI+): m/z=643 (MH+). Starting materials: ClC1=CC=NC2=CC=C(C=C12)I (4-chloro-6-iodoquinoline), CN(C)C=O (DMF). The reagents and catalysts are C=1C=CC(=CC1)[P](C=2C=CC=CC2)(C=3C=CC=CC3)[Pd]([P](C=4C=CC=CC4)(C=5C=CC=CC5)C=6C=CC=CC6)([P](C=7C=CC=CC7)(C=8C=CC=CC8)C=9C=CC=CC9)[P](C=1C=CC=CC1)(C=1C=CC=CC1)C=1C=CC=CC1 (Pd(PPh3)4), [C-]#N.[Zn+2].[C-]#N (zinc cyanide). Conditions: temperature 50 celsius, time 17 hour. Yields the product ClC1=CC=NC2=CC=C(C=C12)C#N (4-chloroquinoline-6-carbonitrile). RXN SMILES: [Cl:1][C:2]1[C:11]2[C:6](=[CH:7][CH:8]=[C:9](I)[CH:10]=2)[N:5]=[CH:4][CH:3]=1.[CH3:13][N:14](C=O)C>C1C=CC([P]([Pd]([P](C2C=CC=CC=2)(C2C=CC=CC=2)C2C=CC=CC=2)([P](C2C=CC=CC=2)(C2C=CC=CC=2)C2C=CC=CC=2)[P](C2C=CC=CC=2)(C2C=CC=CC=2)C2C=CC=CC=2)(C2C=CC=CC=2)C2C=CC=CC=2)=CC=1.[C-]#N.[Zn+2].[C-]#N>[Cl:1][C:2]1[C:11]2[C:6](=[CH:7][CH:8]=[C:9]([C:13]#[N:14])[CH:10]=2)[N:5]=[CH:4][CH:3]=1 |f:3.4.5,^1:21,23,42,61|. Procedure details: A pyrex reaction tube was charged with Pd(PPh3)4(200 mg, 173 μmol), 4-chloro-6-iodoquinoline (1.00 g, 3454 μmol), zinc cyanide (406 mg, 3454 μmol) and DMF. The tube was purged with argon, sealed, and the heterogeneous mixture was stirred at 50° C. for 17 h. The mixture was poured into water and the resulting solids were filtered, washed with water, and dried. The crude material was purified by silica gel chromatography, 0-5% MeOH/DCM to provide 4-chloroquinoline-6-carbonitrile as a white solid. ... The reactants are [H-].[Na+] (NaH), BrC=1C=C2C=CNC2=CC1 (5-bromoindole), C(C)(C)(C)C1=CC=C(CBr)C=C1 (4-(tert-Butyl)benzyl bromide). Solvent: CN(C)C=O (DMF). Reaction conditions: temperature 0 celsius, time 2.5 hour. Product: BrC=1C=C2C=CN(C2=CC1)CC1=CC=C(C=C1)C(C)(C)C (5-Bromo-1-[4-(tert-butyl)benzyl]-1H-indole). Yield: 97.8%. As a reaction SMILES: [H-].[Na+].[Br:3][C:4]1[CH:5]=[C:6]2[C:10](=[CH:11][CH:12]=1)[NH:9][CH:8]=[CH:7]2.[C:13]([C:17]1[CH:24]=[CH:23][C:20]([CH2:21]Br)=[CH:19][CH:18]=1)([CH3:16])([CH3:15])[CH3:14]>CN(C=O)C>[Br:3][C:4]1[CH:5]=[C:6]2[C:10](=[CH:11][CH:12]=1)[N:9]([CH2:21][C:20]1[CH:23]=[CH:24][C:17]([C:13]([CH3:16])([CH3:15])[CH3:14])=[CH:18][CH:19]=1)[CH:8]=[CH:7]2 |f:0.1|. Procedure: NaH (60%, 36.8 g, 921 mmol) was added portionwise to a stirring solution of 5-bromoindole (152.0 g, 768 mmol) in DMF (1.4 L) at 0° C. under a nitrogen atmosphere over a period of one hour. The mixture was stirred at 0° C. for one hour and at room temperature for 2.5 hours. 4-(tert-Butyl)benzyl bromide (180.0 g, 768 mmol) was added over a period of one hour. The mixture was stirred at room temperature for 3 hours. The reaction was quenched with aqueous ammonium chloride (5%, 1.4 L). The precipita...